From a dataset of the Open Reaction Database (ORD), a public repository of structured organic reaction records. describe an organic reaction: reactants, conditions, products, and yield Reactants: C(C)(C)(C)OC(=O)N1CCC(CC1)NC1CCN(CC1)C(C(C1=CC=CC=C1)N1C(N(C2=C1C=C(C=C2)C#N)S(=O)(=O)C2=CC=C(C=C2)OC)=O)=O (4-(1-{2-[6-cyano-3-(4-methoxy-benzenesulfonyl)-2-oxo-2,3-dihydro-benzoimidazol-1-yl]-2-phenyl-acetyl}-piperidin-4-ylamino]-piperidine-1-carboxylic acid tert-butyl ester), FC(C(=O)O)(F)F (trifluoroacetic acid). The solvent is C(Cl)Cl (CH2Cl2). Conditions: time 2 hour. Yields the product FC(C(=O)O)(F)F.COC1=CC=C(C=C1)S(=O)(=O)N1C(N(C2=C1C=CC(=C2)C#N)C(C(N2CCC(CC2)NC2CCNCC2)=O)C2=CC=CC=C2)=O (1-(4-methoxy-benzenesulfonyl)-2-oxo-3-{2-oxo-1-phenyl-2-[4-(piperidin-4-ylamino)-piperidin-1-yl]ethyl}-2,3-dihydro-1H-benzoimidazole-5-carbonitrile; compound with trifluoroacetic acid). Isolated yield 67.0%. Reaction SMILES: C(OC([N:8]1[CH2:13][CH2:12][CH:11]([NH:14][CH:15]2[CH2:20][CH2:19][N:18]([C:21](=[O:52])[CH:22]([N:29]3[C:33]4[CH:34]=[C:35]([C:38]#[N:39])[CH:36]=[CH:37][C:32]=4[N:31]([S:40]([C:43]4[CH:48]=[CH:47][C:46]([O:49][CH3:50])=[CH:45][CH:44]=4)(=[O:42])=[O:41])[C:30]3=[O:51])[C:23]3[CH:28]=[CH:27][CH:26]=[CH:25][CH:24]=3)[CH2:17][CH2:16]2)[CH2:10][CH2:9]1)=O)(C)(C)C.[F:53][C:54]([F:59])([F:58])[C:55]([OH:57])=[O:56]>C(Cl)Cl>[F:53][C:54]([F:59])([F:58])[C:55]([OH:57])=[O:56].[CH3:50][O:49][C:46]1[CH:45]=[CH:44][C:43]([S:40]([N:31]2[C:32]3[CH:37]=[CH:36][C:35]([C:38]#[N:39])=[CH:34][C:33]=3[N:29]([CH:22]([C:23]3[CH:24]=[CH:25][CH:26]=[CH:27][CH:28]=3)[C:21](=[O:52])[N:18]3[CH2:17][CH2:16][CH:15]([NH:14][CH:11]4[CH2:10][CH2:9][NH:8][CH2:13][CH2:12]4)[CH2:20][CH2:19]3)[C:30]2=[O:51])(=[O:41])=[O:42])=[CH:48][CH:47]=1 |f:3.4|. Procedure: To a solution of 4-(1-{2-[6-cyano-3-(4-methoxy-benzenesulfonyl)-2-oxo-2,3-dihydro-benzoimidazol-1-yl]-2-phenyl-acetyl}-piperidin-4-ylamino]-piperidine-1-carboxylic acid tert-butyl ester (100 mg, 0.14 mmol) in CH2Cl2 (2 mL) was added trifluoroacetic acid (2 mL). The reaction mixture was stirred at room temperature for 2 hours, concentrated in vacuo and co-evaporated the solvent with toluene (3×). The residue was purified by preparative RP-HPLC (eluent: gradient from 10% to 80% acetonitrile in wat... Starting materials: COC(\C=C\C=1C=CC2=C(C(N(C3(CCN(CC3)C(=O)OC(C)(C)C)O2)CC2=CC=CC=C2)=O)C1)=O ((E)-3-{1′-Tert-butoxycarbonyl-3,4-dihydro-3-benzyl-4-oxo-spiro[2H-(1,3)-benzoxazine-2,4′-piperidin]-6-yl}-acrylic acid methyl ester), Cl (HCl), COC(\C=C\C=1C=C2C(CC3(CCNCC3)OC2=CC1)=O)=O ((E)-3-{4-oxo-spiro[chromane-2,4′-piperidine]-6-yl}-acrylic acid methyl ester), hydrochloride salt. The product is COC(\C=C\C=1C=CC2=C(C(N(C3(CCNCC3)O2)CC2=CC=CC=C2)=O)C1)=O ((E)-3-{3,4-dihydro-3-benzyl-4-oxo-spiro[2H-(1,3)-benzoxazine-2,4′-piperidin]-6-yl}-acrylic acid methyl ester). Isolated yield 97.5%. Reaction SMILES: [CH3:1][O:2][C:3](=[O:36])/[CH:4]=[CH:5]/[C:6]1[CH:7]=[CH:8][C:9]2[O:26][C:13]3([CH2:18][CH2:17][N:16](C(OC(C)(C)C)=O)[CH2:15][CH2:14]3)[N:12]([CH2:27][C:28]3[CH:33]=[CH:32][CH:31]=[CH:30][CH:29]=3)[C:11](=[O:34])[C:10]=2[CH:35]=1.Cl.COC(=O)/C=C/C1C=C2C(=CC=1)OC1(CCNCC1)CC2=O>>[CH3:1][O:2][C:3](=[O:36])/[CH:4]=[CH:5]/[C:6]1[CH:7]=[CH:8][C:9]2[O:26][C:13]3([CH2:18][CH2:17][NH:16][CH2:15][CH2:14]3)[N:12]([CH2:27][C:28]3[CH:29]=[CH:30][CH:31]=[CH:32][CH:33]=3)[C:11](=[O:34])[C:10]=2[CH:35]=1. Reported procedure: (E)-3-{1′-Tert-butoxycarbonyl-3,4-dihydro-3-benzyl-4-oxo-spiro[2H-(1,3)-benzoxazine-2,4′-piperidin]-6-yl}-acrylic acid methyl ester (900 mg, 1.83 mmol) was deprotected with HCl according to the procedure for preparation of Intermediate 1, Step C, giving (E)-3-{3,4-dihydro-3-benzyl-4-oxo-spiro[2H-(1,3)-benzoxazine-2,4′-piperidin]-6-yl}-acrylic acid methyl ester (700 mg) as its hydrochloride salt. Reaction SMILES: [C:1]1([N:7]([CH2:30][C:31]([O:33][CH2:34][CH3:35])=[O:32])[C:8]([C:10]2[CH:29]=[CH:28][C:13]3[N:14]([CH3:27])[C:15]([CH2:17][CH2:18][C:19]4[CH:24]=[CH:23][C:22]([C:25]#[N:26])=[CH:21][CH:20]=4)=[N:16][C:12]=3[CH:11]=2)=[O:9])[CH:6]=[CH:5][CH:4]=[CH:3][CH:2]=1.[ClH:36].C(=O)([O-])[O-].[NH4+:41].[NH4+]>C(O)C>[ClH:36].[C:1]1([N:7]([CH2:30][C:31]([O:33][CH2:34][CH3:35])=[O:32])[C:8]([C:10]2[CH:29]=[CH:28][C:13]3[N:14]([CH3:27])[C:15]([CH2:17][CH2:18][C:19]4[CH:24]=[CH:23][C:22]([C:25](=[NH:41])[NH2:26])=[CH:21][CH:20]=4)=[N:16][C:12]=3[CH:11]=2)=[O:9])[CH:6]=[CH:5][CH:4]=[CH:3][CH:2]=1 |f:2.3.4,6.7|. Reported procedure: Prepared analogously to Example 25d from 1-methyl-2-[2-(4-cyanophenyl)ethyl]-benzimidazol-5-yl-carboxylic acid-N-phenyl-N-(ethoxycarbonylmethyl)-amide and ethanolic hydrochloric acid, ethanol and ammonium carbonate. Yield: 73% of theory, Rf value: 0.15 (silica gel; dichloromethane/ethanol=4:1) C28H29N5O3 (483.6) ##EQU19## Reactants: C28H29N5O3, C1(=CC=CC=C1)N(C(=O)C1=CC2=C(N(C(=N2)CCC2=CC=C(C=C2)C#N)C)C=C1)CC(=O)OCC (1-methyl-2-[2-(4-cyanophenyl)ethyl]-benzimidazol-5-yl-carboxylic acid-N-phenyl-N-(ethoxycarbonylmethyl)-amide), Cl (hydrochloric acid), C([O-])([O-])=O.[NH4+].[NH4+] (ammonium carbonate). The solvent is C(C)O (ethanol). Product: Cl.C1(=CC=CC=C1)N(C(=O)C1=CC2=C(N(C(=N2)CCC2=CC=C(C=C2)C(N)=N)C)C=C1)CC(=O)OCC (1-Methyl-2-[2-(4-amidinophenyl)ethyl]-benzimidazol-5-yl-carboxylic acid-N-phenyl-N-(ethoxycarbonylmethyl)-amide-hydrochloride). Yield: 73.0%.